This data is from the Open Reaction Database (ORD), a public repository of structured organic reaction records. The task is: describe an organic reaction: reactants, conditions, products, and yield Reported procedure: A mixture of 210 g (1.01 mol) of N-(6-hydroxyhexyl)-N-methylaniline, 112 g (1.10 mol) of acetic anhydride, and 86 g (1.1 mol) of pyridine was heated at reflux with stirring for 2 hours. After cooling, the solution was poured onto 500 g of ice and extracted with ethyl acetate (4×300 mL). The combined extracts were dried (MgSO4) and the solvent was removed at reduced pressure. The residue was distilled in vacuo, collecting the fraction boiling at 130° C. (0.01 mm). Yield: 231 g (93%) of a colorles... Product: C(C)(=O)OCCCCCCN(C1=CC=CC=C1)C (N-(6-Acetoxyhexyl)-N-methylaniline). Reaction SMILES: [OH:1][CH2:2][CH2:3][CH2:4][CH2:5][CH2:6][CH2:7][N:8]([CH3:15])[C:9]1[CH:14]=[CH:13][CH:12]=[CH:11][CH:10]=1.[C:16](OC(=O)C)(=[O:18])[CH3:17].N1C=CC=CC=1>>[C:16]([O:1][CH2:2][CH2:3][CH2:4][CH2:5][CH2:6][CH2:7][N:8]([CH3:15])[C:9]1[CH:10]=[CH:11][CH:12]=[CH:13][CH:14]=1)(=[O:18])[CH3:17]. Starting materials: OCCCCCCN(C1=CC=CC=C1)C (N-(6-hydroxyhexyl)-N-methylaniline), C(C)(=O)OC(C)=O (acetic anhydride), N1=CC=CC=C1 (pyridine), ice. Conditions: time 2 hour. Starting materials: ClC1=NC=CC=C1I (2-chloro-3-iodopyridine), C1(CC1)B(O)O (cyclopropylboronic acid), C([O-])([O-])=O.[K+].[K+] (potassium carbonate). Reagents/catalysts: C=1C=CC(=CC1)[P](C=2C=CC=CC2)(C=3C=CC=CC3)[Pd]([P](C=4C=CC=CC4)(C=5C=CC=CC5)C=6C=CC=CC6)([P](C=7C=CC=CC7)(C=8C=CC=CC8)C=9C=CC=CC9)[P](C=1C=CC=CC1)(C=1C=CC=CC1)C=1C=CC=CC1 (tetrakis(triphenylphosphine)palladium(0)). Run in O1CCOCC1 (1,4-dioxane), C(C)(=O)OCC (ethyl acetate). Reaction conditions: temperature 120 celsius, time 4 hour. The product is ClC1=NC=CC=C1C1CC1 (2-chloro-3-cyclopropylpyridine). Reaction SMILES: [Cl:1][C:2]1[C:7](I)=[CH:6][CH:5]=[CH:4][N:3]=1.[CH:9]1(B(O)O)[CH2:11][CH2:10]1.C(=O)([O-])[O-].[K+].[K+]>O1CCOCC1.C(OCC)(=O)C.C1C=CC([P]([Pd]([P](C2C=CC=CC=2)(C2C=CC=CC=2)C2C=CC=CC=2)([P](C2C=CC=CC=2)(C2C=CC=CC=2)C2C=CC=CC=2)[P](C2C=CC=CC=2)(C2C=CC=CC=2)C2C=CC=CC=2)(C2C=CC=CC=2)C2C=CC=CC=2)=CC=1>[Cl:1][C:2]1[C:7]([CH:9]2[CH2:11][CH2:10]2)=[CH:6][CH:5]=[CH:4][N:3]=1 |f:2.3.4,^1:36,38,57,76|. Procedure details: To a mixture of 2-chloro-3-iodopyridine (2.39 g, 9.98 mmol), cyclopropylboronic acid (860 mg, 10 mmol) and potassium carbonate (4.14 g, 30.0 mmol) in 1,4-dioxane (50 mL) was added tetrakis(triphenylphosphine)palladium(0) (1.16 g, 1.00 mmol). The reaction mixture was stirred at 120° C. for 4 hours, then diluted with ethyl acetate (50 mL) and filtered. The filtrate was concentrated and the residue was purified by silica gel chromatography (Gradient: 10% to 30% ethyl acetate in petroleum ether) to ... Reactants: CNC(=S)N(C)N, CCOCC, c1ccncc1, O=C(Cl)c1cccs1. Yields the product CNC(=S)N(C)NC(=O)c1cccs1. RXN SMILES: [CH3:1][N:2]([NH2:3])[C:4](=[S:5])[NH:6][CH3:7].[CH3:22][CH2:23][O:24][CH2:25][CH3:26].[cH:8]1[cH:9][cH:10][n:11][cH:12][cH:13]1.[s:14]1[c:15]([C:19](=[O:20])[Cl:21])[cH:16][cH:17][cH:18]1>>[CH3:1][N:2]([NH:3][C:19]([c:15]1[s:14][cH:18][cH:17][cH:16]1)=[O:20])[C:4](=[S:5])[NH:6][CH3:7]. Starting materials: C(C)(C)O (Isopropanol), C(C)(C)(C)O[K] (tert-butoxy potassium), C1(CCCCC1)/C=C/B(O)O (trans-(2-cyclohexylvinyl)boronic acid), BrC1=CC(=C(N)C=C1)F (4-bromo-2-fluoroaniline). Reagents/catalysts: ICCC (IPr). Solvent: O (Water). Reaction conditions: time 15 minute. Yields the product C1(CCCCC1)/C=C/C1=CC(=C(N)C=C1)F (4-[(E)-2-cyclohexylethenyl]-2-fluoroaniline). Yield: 99.7%. Reaction SMILES: C(O)(C)C.C(O[K])(C)(C)C.[CH:11]1(/[CH:17]=[CH:18]/B(O)O)[CH2:16][CH2:15][CH2:14][CH2:13][CH2:12]1.Br[C:23]1[CH:29]=[CH:28][C:26]([NH2:27])=[C:25]([F:30])[CH:24]=1>ICCC.O>[CH:11]1(/[CH:17]=[CH:18]/[C:23]2[CH:29]=[CH:28][C:26]([NH2:27])=[C:25]([F:30])[CH:24]=2)[CH2:16][CH2:15][CH2:14][CH2:13][CH2:12]1. Procedure details: Isopropanol (60 mL) was added to PEPPSI™-IPr catalyst (161 mg, 0.24 mmol) and tert-butoxy potassium (2.65 g, 23.6 mmol) under an argon atmosphere, and the mixture was stirred at room temperature for 15 min. To the reaction mixture were added trans-(2-cyclohexylvinyl)boronic acid (2.00 g, 13.0 mmol) and 4-bromo-2-fluoroaniline (2.24 g, 11.8 mmol) successively and the mixture was stirred at room temperature for 15 hr. Water was added thereto, the mixture was extracted with ethyl acetate, and the o...